Task: describe an organic reaction: reactants, conditions, products, and yield. Dataset: the Open Reaction Database (ORD), a public repository of structured organic reaction records Starting materials: CC1=CC=C(C=C1)C1(C2=CC=CC=C2OC=2C=CC=CC12)O (9-(4-methylphenyl)-9H-xanthen-9-ol), COC([C@H](NC(=O)OCC1C2=CC=CC=C2C=2C=CC=CC12)CO)=O (Nα -(9-fluorenylmethoxycarbonyl)-D-serine methyl ester). Procedure details: from 9-(4-methylphenyl)-9H-xanthen-9-ol (Example 1q) and Nα -(9-fluorenylmethoxycarbonyl)-D-serine methyl ester; Yields the product CC1=CC=C(C=C1)C1(C2=CC=CC=C2OC=2C=CC=CC12)OC[C@@H](N)C(=O)O (O-[9-(4-Methylphenyl)-9H-xanthen-9-yl]-D-serine). As a reaction SMILES: [CH3:1][C:2]1[CH:7]=[CH:6][C:5]([C:8]2([OH:22])[C:21]3[CH:20]=[CH:19][CH:18]=[CH:17][C:16]=3[O:15][C:14]3[C:9]2=[CH:10][CH:11]=[CH:12][CH:13]=3)=[CH:4][CH:3]=1.C[O:24][C:25](=[O:47])[C@@H:26]([CH2:45]O)[NH:27]C(OCC1C2C=CC=CC=2C2C1=CC=CC=2)=O>>[CH3:1][C:2]1[CH:3]=[CH:4][C:5]([C:8]2([O:22][CH2:45][C@H:26]([C:25]([OH:47])=[O:24])[NH2:27])[C:9]3[CH:10]=[CH:11][CH:12]=[CH:13][C:14]=3[O:15][C:16]3[C:21]2=[CH:20][CH:19]=[CH:18][CH:17]=3)=[CH:6][CH:7]=1. The reactants are CN(Cc1ccccc1)C(=O)C(Cc1ccccc1)N(CCN(CCC(C(=O)O)c1c[nH]c2ccccc12)C(=O)OC(C)(C)C)C(=O)OC(C)(C)C, CN(C)CCCCl, Cc1ccccc1, [NH2-], [Na]. The product is CN(C)CCCn1cc(C(CCN(CCN(C(=O)OC(C)(C)C)C(Cc2ccccc2)C(=O)N(C)Cc2ccccc2)C(=O)OC(C)(C)C)C(=O)O)c2ccccc21. Reaction SMILES: [CH2:1]([c:2]1[cH:3][cH:4][cH:5][cH:6][cH:7]1)[N:8]([C:9]([CH:10]([CH2:11][c:12]1[cH:13][cH:14][cH:15][cH:16][cH:17]1)[N:18]([C:19](=[O:20])[O:21][C:22]([CH3:23])([CH3:24])[CH3:25])[CH2:26][CH2:27][N:28]([C:29](=[O:30])[O:31][C:32]([CH3:33])([CH3:34])[CH3:35])[CH2:36][CH2:37][CH:38]([C:39](=[O:40])[OH:41])[c:42]1[cH:43][nH:44][c:45]2[cH:46][cH:47][cH:48][cH:49][c:50]12)=[O:51])[CH3:52].[CH3:55][N:56]([CH2:57][CH2:58][CH2:59][Cl:60])[CH3:61].[CH3:62][c:63]1[cH:64][cH:65][cH:66][cH:67][cH:68]1.[NH2-:54].[Na:53]>>[CH2:1]([c:2]1[cH:3][cH:4][cH:5][cH:6][cH:7]1)[N:8]([C:9]([CH:10]([CH2:11][c:12]1[cH:13][cH:14][cH:15][cH:16][cH:17]1)[N:18]([C:19](=[O:20])[O:21][C:22]([CH3:23])([CH3:24])[CH3:25])[CH2:26][CH2:27][N:28]([C:29](=[O:30])[O:31][C:32]([CH3:33])([CH3:34])[CH3:35])[CH2:36][CH2:37][CH:38]([C:39](=[O:40])[OH:41])[c:42]1[cH:43][n:44]([CH2:59][CH2:58][CH2:57][N:56]([CH3:55])[CH3:61])[c:45]2[cH:46][cH:47][cH:48][cH:49][c:50]12)=[O:51])[CH3:52].